Task: describe an organic reaction: reactants, conditions, products, and yield. Dataset: the Open Reaction Database (ORD), a public repository of structured organic reaction records Reactants: NC=1C=CC=2CCCN3C=C(C(C1C23)=O)C(=O)O (10-amino-6,7-dihydro-1-oxo-1H,5H-benzo[ij]quinolizine-2-carboxylic acid), C(C)(=O)OC(C)=O (acetic anhydride). Product: C(C)(=O)NC=1C=CC=2CCCN3C=C(C(C1C23)=O)C(=O)O (10-acetamido6,7-dihydro-1-oxo-1H,5H-benzo[ij]quinolizine-2-carboxylic acid). Reaction SMILES: [NH2:1][C:2]1[CH:3]=[CH:4][C:5]2[CH2:6][CH2:7][CH2:8][N:9]3[C:14]=2[C:13]=1[C:12](=[O:15])[C:11]([C:16]([OH:18])=[O:17])=[CH:10]3.[C:19](OC(=O)C)(=[O:21])[CH3:20]>>[C:19]([NH:1][C:2]1[CH:3]=[CH:4][C:5]2[CH2:6][CH2:7][CH2:8][N:9]3[C:14]=2[C:13]=1[C:12](=[O:15])[C:11]([C:16]([OH:18])=[O:17])=[CH:10]3)(=[O:21])[CH3:20]. Procedure: Using the method of Example 49, 10-amino-6,7-dihydro-1-oxo-1H,5H-benzo[ij]quinolizine-2-carboxylic acid is reacted with acetic anhydride to provide 10-acetamido6,7-dihydro-1-oxo-1H,5H-benzo[ij]quinolizine-2-carboxylic acid, m.p. >300° C. Starting materials: SC=1C(C=C2C=CCNC12)(P(O)(=O)O)P(O)(=O)O (Dihydro-7-Mercapto-1-pyrindine-6,6-bisphosphonic acid). Reagents/catalysts: O=[Pt]=O (PtO2). The solvent is O (water). Yields the product SC1C(CC2CCCNC12)(P(O)(=O)O)P(O)(=O)O (Octahydro-7-Mercapto-1-pyrindine-6,6-bisphosphonic acid). Reaction SMILES: [SH:1][C:2]1[C:3]([P:15]([OH:18])(=[O:17])[OH:16])([P:11]([OH:14])(=[O:13])[OH:12])[CH:4]=[C:5]2[C:10]=1[NH:9][CH2:8][CH:7]=[CH:6]2>O=[Pt]=O.O>[SH:1][CH:2]1[CH:10]2[CH:5]([CH2:6][CH2:7][CH2:8][NH:9]2)[CH2:4][C:3]1([P:15]([OH:18])(=[O:16])[OH:17])[P:11]([OH:13])(=[O:12])[OH:14]. Reported procedure: Dihydro-7-mercapto-1-pyrindine-6,6-bisphosphonic acid (0.5 mmol) [prepared as described in Example A hereinbefore], distilled water (100 ml) and PtO2 (0.5 g) are placed in a 500 ml Parr hydrogenation bottle. The mixture is hydrogenated at room temperature (40 psi) for 48 hours. The solution is filtered through celite and washed with hot water. The filtrate is then concentrated under reduced pressure and the desired product is obtained in good purity by further drying the resultant solid overnigh... Product: CSc1ccc(C(CC2CCCC2)C(=O)O)cc1C(F)(F)F. Reactants: C[S-], CN(C)C=O, O=C(O)C(CC1CCCC1)c1ccc(F)c(C(F)(F)F)c1, Cl, [Na+]. Reaction SMILES: [CH3:22][S-:23].[CH3:25][N:26]([CH3:27])[CH:28]=[O:29].[CH:1]1([CH2:6][CH:7]([C:8](=[O:9])[OH:10])[c:11]2[cH:12][c:13]([C:18]([F:19])([F:20])[F:21])[c:14]([F:17])[cH:15][cH:16]2)[CH2:2][CH2:3][CH2:4][CH2:5]1.[ClH:30].[Na+:24]>>[CH:1]1([CH2:6][CH:7]([C:8](=[O:9])[OH:10])[c:11]2[cH:12][c:13]([C:18]([F:19])([F:20])[F:21])[c:14]([S:23][CH3:22])[cH:15][cH:16]2)[CH2:2][CH2:3][CH2:4][CH2:5]1. Yields the product C(C)OC(CC=1N=C(SC1)NC(=O)C=1C=CC2=C(N(CCO2)S(=O)(=O)C2=CC(=CC(=C2)C)C)C1)=O ((2-{[4-(3,5-dimethyl-benzenesulfonyl)-3,4-dihydro-2H-benzo[1,4]oxazine-6-carbonyl]-amino}-thiazol-4-yl)-acetic acid ethyl ester). Starting materials: CC=1C=C(C=C(C1)C)S(=O)(=O)N1CCOC2=C1C=C(C=C2)C(=O)O (4-(3,5-dimethyl-benzenesulfonyl)-3,4-dihydro-2H-benzo[1,4]oxazine-6-carboxylic acid), NC=1SC=C(N1)CC(=O)OCC (ethyl 2-amino-4-thiazoleacetate). As a reaction SMILES: [CH3:1][C:2]1[CH:3]=[C:4]([S:9]([N:12]2[C:17]3[CH:18]=[C:19]([C:22](O)=[O:23])[CH:20]=[CH:21][C:16]=3[O:15][CH2:14][CH2:13]2)(=[O:11])=[O:10])[CH:5]=[C:6]([CH3:8])[CH:7]=1.[NH2:25][C:26]1[S:27][CH:28]=[C:29]([CH2:31][C:32]([O:34][CH2:35][CH3:36])=[O:33])[N:30]=1>>[CH2:35]([O:34][C:32](=[O:33])[CH2:31][C:29]1[N:30]=[C:26]([NH:25][C:22]([C:19]2[CH:20]=[CH:21][C:16]3[O:15][CH2:14][CH2:13][N:12]([S:9]([C:4]4[CH:3]=[C:2]([CH3:1])[CH:7]=[C:6]([CH3:8])[CH:5]=4)(=[O:10])=[O:11])[C:17]=3[CH:18]=2)=[O:23])[S:27][CH:28]=1)[CH3:36]. Reported procedure: The title compound, MS (ISP)=486.3 (M−H)−, was produced as described in example 1, steps 1-6. Step 3 was performed using 3,5-dimethylbenzenesulfonyl chloride, furnishing 4-(3,5-Dimethyl-benzenesulfonyl)-3,4-dihydro-2H-benzo[1,4]oxazine-6-carboxylic acid methyl ester, which was hydrolyzed in step 4, leading to 4-(3,5-dimethyl-benzenesulfonyl)-3,4-dihydro-2H-benzo[1,4]oxazine-6-carboxylic acid. This was reacted with ethyl 2-amino-4-thiazoleacetate in step 5 and yielded (2-{[4-(3,5-dimethyl-benzene...